This data is from the Open Reaction Database (ORD), a public repository of structured organic reaction records. The task is: describe an organic reaction: reactants, conditions, products, and yield Starting materials: NCC(=O)O (Glycine), O(C(=O)OC(C)(C)C)C(=O)OC(C)(C)C ((BOC)2O), Cl (HCl), [OH-].[Na+] (NaOH). The solvent is C1CCOC1 (THF), O (H2O). Reaction conditions: time 20 hour. Product: C(=O)(OC(C)(C)C)N[C@@H](CC(C)C)C(=O)O (Boc-L-Leucine). Yield: 248.9%. RXN SMILES: [NH2:1][CH2:2][C:3]([OH:5])=[O:4].[OH-].[Na+].[O:8](C(OC(C)(C)C)=O)[C:9]([O:11][C:12]([CH3:15])([CH3:14])[CH3:13])=O.Cl>O.C1COCC1>[C:9]([NH:1][C@H:2]([C:3]([OH:5])=[O:4])[CH2:13][CH:12]([CH3:15])[CH3:14])([O:11][C:12]([CH3:14])([CH3:13])[CH3:15])=[O:8] |f:1.2|. Procedure: 18.8 g (0.25 mole) Glycine 18 was suspended in 250 ml H2O and 11 g (0.275 mole) NaOH was added. The clear solution was cooled to <10° C. and a solution of 60 g (0.165 mole) (BOC)2O in 250 ml THF was added dropwise keeping T<10° C. (20 minutes). After stirring for 20 hours at room temperature the mixture was acidified to pH1 by adding 1N HCl. The mixture was extracted with EtOAc (250, 100 and 100 ml), the combined organic layers were dried on MgSO4 and evaporated, yielding 47.5 g (>100%) 5 as a c... Starting materials: FC=1C=C(CN(C)C[C@@]23N([C@H](OC2=O)C(Cl)(Cl)Cl)CCC3)C=CC1 ((3R,7aR)-7a-{[(3-Fluoro-benzyl)-methyl-amino]-methyl}-3-trichloromethyl-tetrahydro-pyrrolo[1,2-c]oxazol-1-one), N (ammonia), CO (MeOH). The product is FC=1C=C(CN(C)C[C@@]2(NCCC2)C(=O)N)C=CC1 ((R)-2-{[(3-Fluoro-benzyl)-methyl-amino]-methyl}-pyrrolidine-2-carboxylic acid amide). As a reaction SMILES: [F:1][C:2]1[CH:3]=[C:4]([CH:22]=[CH:23][CH:24]=1)[CH2:5][N:6]([CH2:8][C@@:9]12[CH2:21][CH2:20][CH2:19][N:10]1[C@@H](C(Cl)(Cl)Cl)[O:12][C:13]2=O)[CH3:7].[NH3:25].CO>>[F:1][C:2]1[CH:3]=[C:4]([CH:22]=[CH:23][CH:24]=1)[CH2:5][N:6]([CH2:8][C@@:9]1([C:13]([NH2:25])=[O:12])[CH2:21][CH2:20][CH2:19][NH:10]1)[CH3:7]. Reported procedure: (3R,7aR)-7a-{[(3-Fluoro-benzyl)-methyl-amino]-methyl}-3-trichloromethyl-tetrahydro-pyrrolo[1,2-c]oxazol-1-one (Stage K.1, 385 mg, 0.973 mmol) was added to 7 M ammonia in MeOH (6.950 mL, 48.7 mmol) under argon and heated in a sealed vessel at 50° C. for 6 days and then at 75° C. for 5 days. The RM was then evaporated and the residue purified by flash chromatography using a 12 g RediSep® silica gel column (eluent 5% MeOH in DCM) to give the title compound as a yellow oil. Reaction conditions: temperature 50 celsius, time 5 day. Starting materials: CCOC(=N)c1c(OCc2ccccc2)ccc2ccccc12, CCO. Product: CCOC(=N)c1c(O)ccc2ccccc12. RXN SMILES: [CH2:1]([c:2]1[cH:3][cH:4][cH:5][cH:6][cH:7]1)[O:8][c:9]1[c:10]([C:19]([O:20][CH2:21][CH3:22])=[NH:23])[c:11]2[cH:12][cH:13][cH:14][cH:15][c:16]2[cH:17][cH:18]1.[CH3:24][CH2:25][OH:26]>>[OH:8][c:9]1[c:10]([C:19]([O:20][CH2:21][CH3:22])=[NH:23])[c:11]2[cH:12][cH:13][cH:14][cH:15][c:16]2[cH:17][cH:18]1. The product is OCc1cc(Cl)cc(OC(F)(F)F)c1. Reaction SMILES: [CH2:16]1[O:17][CH2:18][CH2:19][CH2:20]1.[Cl:1][c:2]1[cH:3][c:4]([C:5](=[O:6])[OH:7])[cH:8][c:9]([O:11][C:12]([F:13])([F:14])[F:15])[cH:10]1>>[Cl:1][c:2]1[cH:3][c:4]([CH2:5][OH:6])[cH:8][c:9]([O:11][C:12]([F:13])([F:14])[F:15])[cH:10]1. Starting materials: C1CCOC1, O=C(O)c1cc(Cl)cc(OC(F)(F)F)c1. Starting materials: OCCNC(=O)CCC\C=C/C[C@@H]1[C@H]([C@@H](C[C@@H]1OC1OCCCC1)OC1OCCCC1)COC(NCC1=CC(=CC=C1)Cl)=S ((3-Chlorobenzyl)thiocarbamic acid O-[(1S,2R,3S,5R)-2-[(Z)-6(2-hydroxyethylcarbamoyl)hex-2-enyl]-3,5-bis-(tetrahydropyran-2-yloxy)cyclopentylmethyl]ester), C1(=CC=C(C=C1)S(=O)(=O)[O-])C.[NH+]1=CC=CC=C1 (pyridinium p-toluenesulfonate). The solvent is CO (MeOH). Yields the product O[C@@H]1[C@@H]([C@H]([C@@H](C1)O)COC(NCC1=CC(=CC=C1)Cl)=S)C\C=C/CCCC(NCCO)=O ((3-Chlorobenzyl)thiocarbamic acid O-{(1S,2R,3S,5R)-3,5dihydroxy-2-[(Z)-6-(2-hydroxyethylcarbamoyl)hex-2-enyl]cyclopentylmethyl}ester). The yield is 66.5%. RXN SMILES: [OH:1][CH2:2][CH2:3][NH:4][C:5]([CH2:7][CH2:8][CH2:9]/[CH:10]=[CH:11]\[CH2:12][C@H:13]1[C@@H:17]([O:18]C2CCCCO2)[CH2:16][C@@H:15]([O:25]C2CCCCO2)[C@@H:14]1[CH2:32][O:33][C:34](=[S:44])[NH:35][CH2:36][C:37]1[CH:42]=[CH:41][CH:40]=[C:39]([Cl:43])[CH:38]=1)=[O:6].C1(C)C=CC(S([O-])(=O)=O)=CC=1.[NH+]1C=CC=CC=1>CO>[OH:18][C@H:17]1[CH2:16][C@@H:15]([OH:25])[C@H:14]([CH2:32][O:33][C:34](=[S:44])[NH:35][CH2:36][C:37]2[CH:42]=[CH:41][CH:40]=[C:39]([Cl:43])[CH:38]=2)[C@H:13]1[CH2:12]/[CH:11]=[CH:10]\[CH2:9][CH2:8][CH2:7][C:5](=[O:6])[NH:4][CH2:3][CH2:2][OH:1] |f:1.2|. Procedure: A solution of bis-THP ether 8a (40 mg, 0.062 mmol) and pyridinium p-toluenesulfonate (5 mg) in MeOH (1.5 mL) was stirred at 23° C. for 16 h. The solvent was removed in vacuo and the residue was diluted with EtOAc and washed with 1N HCl, saturated aqueous NaHCO3 and brine. The organic portion was dried (Na2SO4), filtered and concentrated in vacuo. Purification of the residue by flash column chromatography (silica gel, 100% EtOAc followed by 9:1 EtOAc/MeOH) provided 20 mg of the above titled compo... Reactants: O=[N+]([O-])c1cc(Cl)c(Cl)c(Cl)c1, Cl, [H-], [Na+], CN(C)C=O, Cc1ccc2ncc(O)cc2c1. The product is Cc1ccc2ncc(Oc3c(Cl)cc([N+](=O)[O-])cc3Cl)cc2c1. As a reaction SMILES: [Cl:15][c:16]1[cH:17][c:18]([N+:24](=[O:25])[O-:26])[cH:19][c:20]([Cl:23])[c:21]1[Cl:22].[ClH:27].[H-:14].[Na+:13].[O:28]=[CH:29][N:30]([CH3:31])[CH3:32].[OH:1][c:2]1[cH:3][n:4][c:5]2[cH:6][cH:7][c:8]([CH3:12])[cH:9][c:10]2[cH:11]1>>[O:1]([c:2]1[cH:3][n:4][c:5]2[cH:6][cH:7][c:8]([CH3:12])[cH:9][c:10]2[cH:11]1)[c:21]1[c:16]([Cl:15])[cH:17][c:18]([N+:24](=[O:25])[O-:26])[cH:19][c:20]1[Cl:23]. Starting materials: COCCOC, CCOC(C)=O, O=C(Cl)c1ccc2nccnc2c1. Yields the product O=Cc1ccc2nccnc2c1. RXN SMILES: [CH3:14][O:15][CH2:16][CH2:17][O:18][CH3:19].[CH3:20][CH2:21][O:22][C:23]([CH3:24])=[O:25].[n:1]1[cH:2][cH:3][n:4][c:5]2[cH:6][c:7]([C:11](=[O:12])[Cl:13])[cH:8][cH:9][c:10]12>>[n:1]1[cH:2][cH:3][n:4][c:5]2[cH:6][c:7]([CH:11]=[O:12])[cH:8][cH:9][c:10]12. Starting materials: [Al], O=C(OOC(=O)c1ccccc1)c1ccccc1, C1CCOC1, Cn1c2cc(Cl)ccc2c(=O)c2cccn21, O=C1CCC(=O)N1Cl. Product: Cn1c2cc(Cl)ccc2c(=O)c2ccc(Cl)n21. Reaction SMILES: [Al:43].[C:17]([O:18][O:19][C:20](=[O:21])[c:22]1[cH:23][cH:24][cH:25][cH:26][cH:27]1)(=[O:28])[c:29]1[cH:30][cH:31][cH:32][cH:33][cH:34]1.[CH2:44]1[O:45][CH2:46][CH2:47][CH2:48]1.[Cl:1][c:2]1[cH:3][cH:4][c:5]2[c:6](=[O:16])[c:7]3[n:8]([n:9]([CH3:12])[c:10]2[cH:11]1)[cH:13][cH:14][cH:15]3.[Cl:35][N:36]1[C:37](=[O:38])[CH2:39][CH2:40][C:41]1=[O:42]>>[Cl:1][c:2]1[cH:3][cH:4][c:5]2[c:6](=[O:16])[c:7]3[n:8]([n:9]([CH3:12])[c:10]2[cH:11]1)[c:13]([Cl:35])[cH:14][cH:15]3.